Dataset: the Open Reaction Database (ORD), a public repository of structured organic reaction records. Task: describe an organic reaction: reactants, conditions, products, and yield Run in CO (methanol). The product is Cl.O=C(CCCN1CCN(CC1)C1=CC=C(C=C1)C(=O)O)C=1C=C2CCC(NC2=CC1)=O (6-{1-oxo-4-[4-(4-carboxyphenyl)-1-piperazinyl]butyl}-3,4-dihydrocarbostyril monohydrochloride). Reactants: O=C(CCCN1CCN(CC1)C1C(C=C(C=C1)OCC)=C=O)C=1C=C2CCC(NC2=CC1)=O (6-{1-oxo-4-[4-(4-ethoxy-carbonylphenyl)-1-piperazinyl]butyl}-3,4-dihydrocarbostyril), [OH-].[Na+] (sodium hydroxide), Cl (hydrochloric acid). Reaction SMILES: [O:1]=[C:2]([C:23]1[CH:24]=[C:25]2[C:30](=[CH:31][CH:32]=1)[NH:29][C:28](=[O:33])[CH2:27][CH2:26]2)[CH2:3][CH2:4][CH2:5][N:6]1[CH2:11][CH2:10][N:9](C2C=CC(OCC)=CC2=C=O)[CH2:8][CH2:7]1.[OH-:34].[Na+].[ClH:36]>CO>[ClH:36].[O:1]=[C:2]([C:23]1[CH:24]=[C:25]2[C:30](=[CH:31][CH:32]=1)[NH:29][C:28](=[O:33])[CH2:27][CH2:26]2)[CH2:3][CH2:4][CH2:5][N:6]1[CH2:7][CH2:8][N:9]([C:30]2[CH:25]=[CH:24][C:23]([C:2]([OH:1])=[O:34])=[CH:32][CH:31]=2)[CH2:10][CH2:11]1 |f:1.2,5.6|. Reported procedure: 2.0 Grams of 6-{1-oxo-4-[4-(4-ethoxy-carbonylphenyl)-1-piperazinyl]butyl}-3,4-dihydrocarbostyril and 0.6 g of sodium hydroxide were mixed in 70 ml of methanol and refluxed by heating for 2 hours. To the reaction mixture was added 5 ml of concentrated hydrochloric acid and the mixture was concentrated under a reduced pressure to dryness. The residue was recrystallized from ethanol-water to obtain 0.6 g of 6-{1-oxo-4-[4-(4-carboxyphenyl)-1-piperazinyl]butyl}-3,4-dihydrocarbostyril monohydrochlorid... Reaction SMILES: [CH3:10][c:11]1[c:12]([N:18]=[C:19]=[O:20])[c:13]([CH3:17])[cH:14][cH:15][cH:16]1.[CH3:1][N:2]1[C:3](=[NH:9])[N:4]([CH3:8])[C:5](=[O:7])[CH2:6]1.[O:21]1[CH2:22][CH2:23][CH2:24][CH2:25]1>>[CH3:1][N:2]1[C:3](=[N:9][C:19]([NH:18][c:12]2[c:11]([CH3:10])[cH:16][cH:15][cH:14][c:13]2[CH3:17])=[O:20])[N:4]([CH3:8])[C:5](=[O:7])[CH2:6]1. The product is Cc1cccc(C)c1NC(=O)N=C1N(C)CC(=O)N1C. Starting materials: Cc1cccc(C)c1N=C=O, CN1CC(=O)N(C)C1=N, C1CCOC1. The reactants are O=C1CCC(=O)N1Br, COC(=O)C1CCC2C3CC(O)C4(O)CC(O)CCC4(C)C3CCC12C, C1COCCO1, O. Product: COC(=O)C1CCC2C3CC(=O)C4(O)CC(O)CCC4(C)C3CCC12C. RXN SMILES: [Br:27][N:28]1[C:29](=[O:30])[CH2:31][CH2:32][C:33]1=[O:34].[C:1](=[O:2])([O:3][CH3:4])[CH:5]1[C:6]2([CH3:7])[CH:8]([CH2:9][CH2:10]1)[CH:11]1[CH2:12][CH:13]([OH:26])[C:14]3([OH:25])[CH2:15][CH:16]([OH:24])[CH2:17][CH2:18][C:19]3([CH3:20])[CH:21]1[CH2:22][CH2:23]2.[O:35]1[CH2:36][CH2:37][O:38][CH2:39][CH2:40]1.[OH2:41]>>[C:1](=[O:2])([O:3][CH3:4])[CH:5]1[C:6]2([CH3:7])[CH:8]([CH2:9][CH2:10]1)[CH:11]1[CH2:12][C:13](=[O:26])[C:14]3([OH:25])[CH2:15][CH:16]([OH:24])[CH2:17][CH2:18][C:19]3([CH3:20])[CH:21]1[CH2:22][CH2:23]2. Starting materials: C1(=CC=CC=C1)CCCCCC(=O)O (6-phenylhexanoic acid), Cl.Cl.C(C1=CC=CC=C1)OC(C[C@H](CN(C)C)N)=O ((R)-3-amino-4-dimethylamino-butyric acid benzyl ester dihydrochloride). Product: C(C1=CC=CC=C1)OC(C[C@H](CN(C)C)NC(CCCCCC1=CC=CC=C1)=O)=O ((R)-4-dimethylamino-3-(6-phenyl-hexanoylamino)-butyric acid benzyl ester). RXN SMILES: [C:1]1([CH2:7][CH2:8][CH2:9][CH2:10][CH2:11][C:12]([OH:14])=O)[CH:6]=[CH:5][CH:4]=[CH:3][CH:2]=1.Cl.Cl.[CH2:17]([O:24][C:25](=[O:33])[CH2:26][C@@H:27]([NH2:32])[CH2:28][N:29]([CH3:31])[CH3:30])[C:18]1[CH:23]=[CH:22][CH:21]=[CH:20][CH:19]=1>>[CH2:17]([O:24][C:25](=[O:33])[CH2:26][C@@H:27]([NH:32][C:12](=[O:14])[CH2:11][CH2:10][CH2:9][CH2:8][CH2:7][C:1]1[CH:2]=[CH:3][CH:4]=[CH:5][CH:6]=1)[CH2:28][N:29]([CH3:30])[CH3:31])[C:18]1[CH:23]=[CH:22][CH:21]=[CH:20][CH:19]=1 |f:1.2.3|. Procedure details: The title compound, m/e=321.3 ([M+H]+), was produced in analogy with intermediate 1, steps 3 and 4. Thus, commercially available 6-phenylhexanoic acid was coupled in step 3 with (R)-3-amino-4-dimethylamino-butyric acid benzyl ester dihydrochloride to produce (R)-4-dimethylamino-3-(6-phenyl-hexanoylamino)-butyric acid benzyl ester, which was hydrogenated in step 4. The reactants are C1(=CC=CC=C1)C(C)N1CC2C(C=3C=CSC3C2=O)C1 (5-(1-Phenyl-ethyl)-4,5,6,6a-tetrahydro-3bH-1-thia-5-azacyclopenta[α]-pentalen-7-one), C[Si](C)(C)[N-][Si](C)(C)C.[K+] (Potassium bis(trimethylsilyl)amide). The reagents and catalysts are [Br-].C[P+](C1=CC=CC=C1)(C1=CC=CC=C1)C1=CC=CC=C1 (methyl triphenylphosphonium bromide). Solvent: C1CCOC1 (THF), C1CCOC1 (THF), ClCCl (dichloromethane). Conditions: temperature 0 celsius, time 30 minute. Yields the product C=C1C2C(C=3C=CSC13)CN(C2)C(C)C2=CC=CC=C2 (7-Methylene-5-(1-phenyl-ethyl)-3b,4,5,6,6a,7-hexahydro-1-thia-5-aza-cyclopenta[α]pentalene). Yield: 74.8%. RXN SMILES: [CH3:1][Si]([N-][Si](C)(C)C)(C)C.[K+].[C:11]1([CH:17]([N:19]2[CH2:30][CH:22]3[C:23]4[CH:24]=[CH:25][S:26][C:27]=4[C:28](=O)[CH:21]3[CH2:20]2)[CH3:18])[CH:16]=[CH:15][CH:14]=[CH:13][CH:12]=1>[Br-].C[P+](C1C=CC=CC=1)(C1C=CC=CC=1)C1C=CC=CC=1.C1COCC1.ClCCl>[CH2:1]=[C:28]1[C:27]2[S:26][CH:25]=[CH:24][C:23]=2[CH:22]2[CH2:30][N:19]([CH:17]([C:11]3[CH:16]=[CH:15][CH:14]=[CH:13][CH:12]=3)[CH3:18])[CH2:20][CH:21]12 |f:0.1,3.4|. Reported procedure: Potassium bis(trimethylsilyl)amide (308 mg, 1.55 mmol) was added to a solution of methyl triphenylphosphonium bromide (575 mg, 1.61 mmol) in 7 mL of THF at 0° C. After 30 minutes of stirring at 0° C., the product from step e) (303 mg, 1.07 mmol) dissolved in 2 mL of THF was added to the reaction mixture and was allowed to come to room temperature over 1 hour. The reaction mixture was diluted with dichloromethane (30 mL) and was washed with brine, dried (MgSO4) and concentrated to an oil. The cru... Reactants: C(C)N1C=NC=2N(C(NC(C12)=O)=O)C (7-ethyl-3-methyl-xanthine), BrCCCP(OCC)(=O)OCC (diethyl 3-bromopropanephosphonate). The product is C(C)N1C=NC=2N(C(N(C(C12)=O)CCCP(OCC)(OCC)=O)=O)C (Diethyl [3-(7-ethyl-3-methylxanthin-1-yl)propyl]phosphonate). As a reaction SMILES: [CH2:1]([N:3]1[C:11]2[C:10](=[O:12])[NH:9][C:8](=[O:13])[N:7]([CH3:14])[C:6]=2[N:5]=[CH:4]1)[CH3:2].Br[CH2:16][CH2:17][CH2:18][P:19]([O:24][CH2:25][CH3:26])(=[O:23])[O:20][CH2:21][CH3:22]>>[CH2:1]([N:3]1[C:11]2[C:10](=[O:12])[N:9]([CH2:16][CH2:17][CH2:18][P:19](=[O:23])([O:24][CH2:25][CH3:26])[O:20][CH2:21][CH3:22])[C:8](=[O:13])[N:7]([CH3:14])[C:6]=2[N:5]=[CH:4]1)[CH3:2]. Reported procedure: The title substance was prepared from 0.041 mol of 7-ethyl-3-methyl-xanthine and 0.049 mol of diethyl 3-bromopropanephosphonate analogously to Example 32. Run in C(C)O (ethanol). The reactants are Cl.CN(C(C)C)CC(C)N1C2=CC=CC=C2SC=2C=CC(=CC12)C(N)=S (10-{(2RS)-1-[N-methyl-N-(1-methylethyl)amino]-2-propyl}-2-phenothiazinecarbothioamide hydrochloride), C(CC)N (propylamine). Yields the product Cl.CN(C(C)C)CC(C)N1C2=CC=CC=C2SC=2C=CC(=CC12)C(NCCC)=S (10-{(2RS)-1-[N-Methyl-N-(1-methylethyl)amino]-2-propyl}-N-propyl-2-phenothiazinecarbothioamide hydrochloride). Run at temperature 100 celsius, time 1 hour. Procedure: A mixture of 10-{(2RS)-1-[N-methyl-N-(1-methylethyl)amino]-2-propyl}-2-phenothiazinecarbothioamide hydrochloride (1.6 g) and propylamine (4.8 cc) in absolute ethanol (32 cc) is heated for 16 hours at a temperature in the region of 100° C. After cooling, the mixture is concentrated to dryness under reduced pressure (30 mm Hg; 4 kPa) at 40° C. The residue is dissolved in ethyl ether (100 cc) and the solution obtained is washed with N aqueous sodium hydroxide solution (4 cc) and then with saturated... Reaction SMILES: [ClH:1].[CH3:2][N:3]([CH2:7][CH:8]([N:10]1[C:23]2[CH:22]=[C:21]([C:24](=[S:26])[NH2:25])[CH:20]=[CH:19][C:18]=2[S:17][C:16]2[C:11]1=[CH:12][CH:13]=[CH:14][CH:15]=2)[CH3:9])[CH:4]([CH3:6])[CH3:5].[CH2:27](N)[CH2:28][CH3:29]>C(O)C>[ClH:1].[CH3:2][N:3]([CH2:7][CH:8]([N:10]1[C:23]2[CH:22]=[C:21]([C:24](=[S:26])[NH:25][CH2:27][CH2:28][CH3:29])[CH:20]=[CH:19][C:18]=2[S:17][C:16]2[C:11]1=[CH:12][CH:13]=[CH:14][CH:15]=2)[CH3:9])[CH:4]([CH3:5])[CH3:6] |f:0.1,4.5|. Reactants: ClC1=CC=CC2=C1C(N1[C@H](C=3N2C=NC3C(=O)OCC)CCC1)=O (ethyl (S)-8-chloro-11,12,13,13a-tetrahydro-9-oxo-9H-imidazo[1,5-a]pyrrolo[2,1-c][1,4]benzodiazepine-1-carboxylate), [C-]#N.[K+] (potassium cyanide), ClC=1C=C(CO)C=CC1 (3-chlorobenzyl alcohol). Run in C(Cl)Cl (methylene chloride). Conditions: time 48 hour. The product is ClC1=CC=CC2=C1C(N1[C@H](C=3N2C=NC3C(=O)OCC3=CC(=CC=C3)Cl)CCC1)=O (m-chlorobenzyl (S)-8-chloro-11,12,13,13a-tetrahydro-9-oxo-9H-imidazo[1,5-a]pyrrolo[2,1-c][1,4]benzodiazepine-1-carboxylate). RXN SMILES: [Cl:1][C:2]1[C:7]2[C:8](=[O:24])[N:9]3[CH2:23][CH2:22][CH2:21][C@H:10]3[C:11]3[N:12]([CH:13]=[N:14][C:15]=3[C:16]([O:18][CH2:19][CH3:20])=[O:17])[C:6]=2[CH:5]=[CH:4][CH:3]=1.[C-]#N.[K+].[Cl:28][C:29]1[CH:30]=C([CH:34]=[CH:35][CH:36]=1)CO>C(Cl)Cl>[Cl:1][C:2]1[C:7]2[C:8](=[O:24])[N:9]3[CH2:23][CH2:22][CH2:21][C@H:10]3[C:11]3[N:12]([CH:13]=[N:14][C:15]=3[C:16]([O:18][CH2:19][C:20]3[CH:34]=[CH:35][CH:36]=[C:29]([Cl:28])[CH:30]=3)=[O:17])[C:6]=2[CH:5]=[CH:4][CH:3]=1 |f:1.2|. Procedure: A mixture of 3.45 g (10 mmol) of ethyl (S)-8-chloro-11,12,13,13a-tetrahydro-9-oxo-9H-imidazo[1,5-a]pyrrolo[2,1-c][1,4]benzodiazepine-1-carboxylate, 100 mg of powdered potassium cyanide and 14.2 g of 3-chlorobenzyl alcohol is stirred at 130° for 48 hours, the mixture is diluted with about 20 ml of methylene chloride and chromatographed on about 300 g of silica gel while eluting with ethyl acetate. By crystallization from ethyl acetate and hexane there is obtained m-chlorobenzyl (S)-8-chloro-11,12... Reactants: CC(=O)O, [Cl-], O=C(O)c1cccc([N+](=O)[O-])c1, [NH4+], O, [Zn]. Product: O=Nc1cccc(C(=O)O)c1. RXN SMILES: [CH3:15][C:16](=[O:17])[OH:18].[Cl-:13].[N+:1](=[O:2])([O-:3])[c:4]1[cH:5][c:6]([C:7](=[O:8])[OH:9])[cH:10][cH:11][cH:12]1.[NH4+:14].[OH2:19].[Zn:20]>>[N:1](=[O:2])[c:4]1[cH:5][c:6]([C:7](=[O:8])[OH:9])[cH:10][cH:11][cH:12]1.